From a dataset of the Open Reaction Database (ORD), a public repository of structured organic reaction records. describe an organic reaction: reactants, conditions, products, and yield Reactants: COC(=O)c1ccc(N=C2SCC(CC(C)C)N2CC(C)C)c(C)c1, CO, [Li+], [OH-], O. Product: Cc1cc(C(=O)O)ccc1N=C1SCC(CC(C)C)N1CC(C)C. As a reaction SMILES: [CH3:1][O:2][C:3](=[O:4])[c:5]1[cH:6][c:7]([CH3:25])[c:8]([N:11]=[C:12]2[S:13][CH2:14][CH:15]([CH2:21][CH:22]([CH3:23])[CH3:24])[N:16]2[CH2:17][CH:18]([CH3:19])[CH3:20])[cH:9][cH:10]1.[CH3:28][OH:29].[Li+:27].[OH-:26].[OH2:30]>>[O:2]=[C:3]([OH:4])[c:5]1[cH:6][c:7]([CH3:25])[c:8]([N:11]=[C:12]2[S:13][CH2:14][CH:15]([CH2:21][CH:22]([CH3:23])[CH3:24])[N:16]2[CH2:17][CH:18]([CH3:19])[CH3:20])[cH:9][cH:10]1. The reactants are CC(C)O, Cl, COC(=O)c1ccc(C(=O)NN=C(C)c2csc(-c3ccc(C(C)(C)C)cc3)c2O)cc1NC(C)=O, [Na+], [OH-]. Product: CC(=O)Nc1cc(C(=O)NN=C(C)c2csc(-c3ccc(C(C)(C)C)cc3)c2O)ccc1C(=O)O. Reaction SMILES: [CH:40]([OH:41])([CH3:42])[CH3:43].[ClH:39].[NH:1]([C:2](=[O:3])[CH3:4])[c:5]1[c:6]([C:7](=[O:8])[O:9][CH3:10])[cH:11][cH:12][c:13]([C:15](=[O:16])[NH:17][N:18]=[C:19]([CH3:20])[c:21]2[cH:22][s:23][c:24](-[c:27]3[cH:28][cH:29][c:30]([C:33]([CH3:34])([CH3:35])[CH3:36])[cH:31][cH:32]3)[c:25]2[OH:26])[cH:14]1.[Na+:38].[OH-:37]>>[NH:1]([C:2](=[O:3])[CH3:4])[c:5]1[c:6]([C:7](=[O:8])[OH:9])[cH:11][cH:12][c:13]([C:15](=[O:16])[NH:17][N:18]=[C:19]([CH3:20])[c:21]2[cH:22][s:23][c:24](-[c:27]3[cH:28][cH:29][c:30]([C:33]([CH3:34])([CH3:35])[CH3:36])[cH:31][cH:32]3)[c:25]2[OH:26])[cH:14]1. The reactants are O1C(OCC1)CCCC1=CC=C(S1)C(=O)O (5-(3-[1,3-dioxolan-2-yl]propyl)-2-thiophene carboxylic acid), C([O-])([O-])=O.[K+].[K+] (potassium carbonate), O (water), CI (methyl iodide). Solvent: CN(C=O)C (dimethylformamide). Conditions: time 17 hour. Yields the product COC(=O)C=1SC(=CC1)CCCC1OCCO1 (Methyl-5-(3-[1,3-Dioxolan-2-yl]propyl)-2-thiophene Carboxylate). Isolated yield 94.4%. As a reaction SMILES: [O:1]1[CH2:5][CH2:4][O:3][CH:2]1[CH2:6][CH2:7][CH2:8][C:9]1[S:13][C:12]([C:14]([OH:16])=[O:15])=[CH:11][CH:10]=1.[C:17](=O)([O-])[O-].[K+].[K+].CI.O>CN(C)C=O>[CH3:17][O:15][C:14]([C:12]1[S:13][C:9]([CH2:8][CH2:7][CH2:6][CH:2]2[O:3][CH2:4][CH2:5][O:1]2)=[CH:10][CH:11]=1)=[O:16] |f:1.2.3|. Procedure details: To a solution of 5-(3-[1,3-dioxolan-2-yl]propyl)-2-thiophene carboxylic acid (58.0 g, 239 mmol) in 300 mL of dimethylformamide was added potassium carbonate (41.4 g, 299 mmol) followed by methyl iodide (51.0 g, 359 mmol). The slurry was stirred at ambient temperature for 17 hours and then poured into 600 mL of water. The resulting suspension was extracted twice with 500 mL of t-butylmethylether and the combined extracts were washed with water, dried over magnesium sulfate, filtered, and concentr... Starting materials: N#Cc1ccc2[nH]ccc2c1, CN1CCC(=O)CC1, CO, [Na]. Product: CN1CC=C(c2c[nH]c3ccc(C#N)cc23)CC1. RXN SMILES: [C:1](#[N:2])[c:3]1[cH:4][c:5]2[cH:6][cH:7][nH:8][c:9]2[cH:10][cH:11]1.[CH3:12][N:13]1[CH2:14][CH2:15][C:16](=[O:19])[CH2:17][CH2:18]1.[CH3:21][OH:22].[Na:20]>>[C:1](#[N:2])[c:3]1[cH:4][c:5]2[c:6]([C:16]3=[CH:15][CH2:14][N:13]([CH3:12])[CH2:18][CH2:17]3)[cH:7][nH:8][c:9]2[cH:10][cH:11]1. Reactants: ClCCC(=CCO)C (5-chloro-3-methyl-2-penten-1-ol), C(C)(OCC)(OCC)OCC (triethyl orthoacetate), C(CC)(=O)O (propionic acid). The solvent is C(C)O (ethanol). Run at time 5 minute. Product: ClCCC(CC(=O)OCC)(C=C)C (ethyl 3-[2-chloroethyl]-3-methyl- 4-pentenoate). Isolated yield 76.0%. As a reaction SMILES: [Cl:1][CH2:2][CH2:3][C:4]([CH3:8])=[CH:5][CH2:6]O.[C:9]([O:17]CC)([O:14][CH2:15][CH3:16])(OCC)[CH3:10].C(O)(=O)CC>C(O)C>[Cl:1][CH2:2][CH2:3][C:4]([CH3:8])([CH:5]=[CH2:6])[CH2:10][C:9]([O:14][CH2:15][CH3:16])=[O:17]. Procedure details: To a solution of 1.97 parts of a 2:1 mixture of E/Z stereoisomers of 5-chloro-3-methyl-2-penten-1-ol in 20 parts by volume of triethyl orthoacetate is added 0.14 part of propionic acid. This solution is heated for 40 hours in an oil bath (~150°) in such a manner that the ethanol that forms during the reaction is slowly distilled through a Vigreaux column. After cooling the solution, 20 parts by volume of pentane and 20 parts by volume of 1 M sulfuric acid are added, and this mixture is stirred v... Starting materials: O (water), FC=1C=C(C=CC1OC)C=1OC2=C(C1)C=C(C=C2C(=O)O)OC (2-(3-Fluoro-4-methoxy-phenyl)-5-methoxy-benzofuran-7-carboxylic acid), Cl.CNOC (N,O dimethylhydroxylamine hydrochloride), CCN=C=NCCCN(C)C (EDCI). The reagents and catalysts are CN(C)C=1C=CN=CC1 (DMAP). Solvent: CN(C=O)C (dimethylformamide). Product: CON(C(=O)C1=CC(=CC=2C=C(OC21)C2=CC(=C(C=C2)OC)F)OC)C (2-(3-Fluoro-4-methoxy-phenyl)-5-methoxy-benzofuran-7-carboxylic acid methoxy-methyl-amide). RXN SMILES: [F:1][C:2]1[CH:3]=[C:4]([C:10]2[O:11][C:12]3[C:18]([C:19](O)=[O:20])=[CH:17][C:16]([O:22][CH3:23])=[CH:15][C:13]=3[CH:14]=2)[CH:5]=[CH:6][C:7]=1[O:8][CH3:9].Cl.[CH3:25][NH:26][O:27][CH3:28].CCN=C=NCCCN(C)C.O>CN(C1C=CN=CC=1)C.CN(C)C=O>[CH3:28][O:27][N:26]([CH3:25])[C:19]([C:18]1[C:12]2[O:11][C:10]([C:4]3[CH:5]=[CH:6][C:7]([O:8][CH3:9])=[C:2]([F:1])[CH:3]=3)=[CH:14][C:13]=2[CH:15]=[C:16]([O:22][CH3:23])[CH:17]=1)=[O:20] |f:1.2|. Reported procedure: A solution of 44 (0.400 g, 1.27 mmole), N,O dimethylhydroxylamine hydrochloride (0.247 g, 2.53 mmole), DMAP (0.309 g, 2.53 mmole),and EDCI (0.364 g, 1.90 mmole), in 40 mL dimethylformamide was stirred at rt for 2 hours. The reaction mixture was poured into water and extracted with ethyl acetate. The combined organic phases were washed with saturated sodium bicarbonate, water, brine, and dried with magnesium sulfate. The organic phases were concentrated and the residue was loaded on to silica gel... Reactants: CI, [H-], [Na+], C1CCOC1, c1cc(-c2n[nH]c(-c3ccncn3)n2)ncn1. Product: Cn1nc(-c2ccncn2)nc1-c1ccncn1. Reaction SMILES: [CH3:20][I:21].[H-:18].[Na+:19].[O:22]1[CH2:23][CH2:24][CH2:25][CH2:26]1.[n:1]1[cH:2][n:3][c:4](-[c:7]2[n:8][nH:9][c:10](-[c:12]3[n:13][cH:14][n:15][cH:16][cH:17]3)[n:11]2)[cH:5][cH:6]1>>[n:1]1[cH:2][n:3][c:4](-[c:7]2[n:8]([CH3:20])[n:9][c:10](-[c:12]3[n:13][cH:14][n:15][cH:16][cH:17]3)[n:11]2)[cH:5][cH:6]1.